Task: describe an organic reaction: reactants, conditions, products, and yield. Dataset: the Open Reaction Database (ORD), a public repository of structured organic reaction records RXN SMILES: [CH3:2][O:3][C:4]([CH:5]([NH:6][C:7]([c:8]1[cH:9][c:10]([NH:14][C:15]([c:16]2[cH:17][cH:18][c:19]([C:22](=[NH:23])[S:24][CH3:25])[cH:20][cH:21]2)=[O:26])[cH:11][cH:12][cH:13]1)=[O:27])[CH2:28][C:29](=[O:30])[O:31][C:32]([CH3:33])([CH3:34])[CH3:35])=[O:36].[CH3:38][C:39](=[O:40])[O-:41].[CH3:42][OH:43].[IH:1].[NH4+:37]>>[CH3:2][O:3][C:4]([CH:5]([NH:6][C:7]([c:8]1[cH:9][c:10]([NH:14][C:15]([c:16]2[cH:17][cH:18][c:19]([C:22]([NH2:23])=[NH:37])[cH:20][cH:21]2)=[O:26])[cH:11][cH:12][cH:13]1)=[O:27])[CH2:28][C:29](=[O:30])[O:31][C:32]([CH3:33])([CH3:34])[CH3:35])=[O:36].[IH:1]. The reactants are COC(=O)C(CC(=O)OC(C)(C)C)NC(=O)c1cccc(NC(=O)c2ccc(C(=N)SC)cc2)c1, CC(=O)[O-], CO, I, [NH4+]. Product: COC(=O)C(CC(=O)OC(C)(C)C)NC(=O)c1cccc(NC(=O)c2ccc(C(=N)N)cc2)c1, I. The reactants are O (water), FC1=NC(=CC2=CC=C(C=C12)C1=NC=C(C=N1)O)OCCCCCCCC (1-fluoro-7-(5-hydroxypyrimidin-2-yl)-3-octyloxyisoquinoline), C(CCCCCCC)Br (1-octyl bromide), [H-].[Na+] (sodium hydride). Run in CN(C)C=O (DMF). Conditions: time 30 minute. The product is C(CCCCCCC)OC=1C=NC(=NC1)C1=CC=C2C=C(N=C(C2=C1)F)OCCCCCCCC (7-[5-(octyloxy)pyrimidin-2-yl]-1-fluoro-3-octyloxyisoquinoline). Yield: 90.0%. RXN SMILES: [F:1][C:2]1[C:11]2[C:6](=[CH:7][CH:8]=[C:9]([C:12]3[N:17]=[CH:16][C:15]([OH:18])=[CH:14][N:13]=3)[CH:10]=2)[CH:5]=[C:4]([O:19][CH2:20][CH2:21][CH2:22][CH2:23][CH2:24][CH2:25][CH2:26][CH3:27])[N:3]=1.[H-].[Na+].[CH2:30](Br)[CH2:31][CH2:32][CH2:33][CH2:34][CH2:35][CH2:36][CH3:37].O>CN(C=O)C>[CH2:30]([O:18][C:15]1[CH:14]=[N:13][C:12]([C:9]2[CH:10]=[C:11]3[C:6]([CH:5]=[C:4]([O:19][CH2:20][CH2:21][CH2:22][CH2:23][CH2:24][CH2:25][CH2:26][CH3:27])[N:3]=[C:2]3[F:1])=[CH:7][CH:8]=2)=[N:17][CH:16]=1)[CH2:31][CH2:32][CH2:33][CH2:34][CH2:35][CH2:36][CH3:37] |f:1.2|. Procedure: 10 mmol of 1-fluoro-7-(5-hydroxypyrimidin-2-yl)-3-octyloxyisoquinoline are dissolved in 50 ml of DMF, and 11 mmol of sodium hydride are added. After the mixture has been stirred for 30 minutes, 11 mmol of 1-octyl bromide are added dropwise, and the mixture is stirred at 60° C. for a further 140 minutes and poured into water. The mixture is extracted with dichloromethane, the combined organic phases are dried, the solvent is removed in vacuo, and the residue is chromatographed on silica gel, givi... Reactants: C1CCOC1, CC(C)(C)[Si](C)(C)Cl, [H-], [Na+], [Na]n1ccc2ccccc21, c1ccc2[nH]ccc2c1. Product: CC(C)(C)[Si](C)(C)n1ccc2ccccc21. RXN SMILES: [CH2:30]1[O:31][CH2:32][CH2:33][CH2:34]1.[CH3:22][Si:23]([C:24]([CH3:25])([CH3:26])[CH3:27])([CH3:28])[Cl:29].[H-:10].[Na+:11].[Na:12][n:13]1[c:14]2[c:15]([cH:16][cH:17][cH:18][cH:19]2)[cH:20][cH:21]1.[nH:1]1[cH:2][cH:3][c:4]2[cH:5][cH:6][cH:7][cH:8][c:9]12>>[n:1]1([Si:23]([CH3:22])([C:24]([CH3:25])([CH3:26])[CH3:27])[CH3:28])[cH:2][cH:3][c:4]2[cH:5][cH:6][cH:7][cH:8][c:9]12. The reactants are ClC1=C2C(=NC=C1)C=C(S2)C2=CC=CC(=N2)C(=O)N2CCOCC2 ([6-(7-chloro-thieno[3,2-b]pyridin-2-yl)-pyridin-2-yl]-morpholin-4-yl-methanone), CC=1NC2=CC=C(C=C2C1)N (2-methyl-5-aminoindole). The product is CC=1NC2=CC=C(C=C2C1)NC1=C2C(=NC=C1)C=C(S2)C2=CC=CC(=N2)C(=O)N2CCOCC2 ({6-[7-(2-Methyl-1H-indol-5-ylamino)-thieno[3,2-b]pyridin-2-yl]-pyridin-2-yl}-morpholin-4-yl-methanone). RXN SMILES: Cl[C:2]1[CH:7]=[CH:6][N:5]=[C:4]2[CH:8]=[C:9]([C:11]3[N:16]=[C:15]([C:17]([N:19]4[CH2:24][CH2:23][O:22][CH2:21][CH2:20]4)=[O:18])[CH:14]=[CH:13][CH:12]=3)[S:10][C:3]=12.[CH3:25][C:26]1[NH:27][C:28]2[C:33]([CH:34]=1)=[CH:32][C:31]([NH2:35])=[CH:30][CH:29]=2>>[CH3:25][C:26]1[NH:27][C:28]2[C:33]([CH:34]=1)=[CH:32][C:31]([NH:35][C:2]1[CH:7]=[CH:6][N:5]=[C:4]3[CH:8]=[C:9]([C:11]4[N:16]=[C:15]([C:17]([N:19]5[CH2:24][CH2:23][O:22][CH2:21][CH2:20]5)=[O:18])[CH:14]=[CH:13][CH:12]=4)[S:10][C:3]=13)=[CH:30][CH:29]=2. Procedure details: The title compound was prepared from [6-(7-chloro-thieno[3,2-b]pyridin-2-yl)-pyridin-2-yl]-morpholin-4-yl-methanone and 2-methyl-5-aminoindole by the procedure analogous to example 148(c) above. 1H NMR (400 MHz, CD3OD) δ8.10 (d, 1H), 7.98 (d, 1H), 7.89 (t, 1H), 7.83 (s, 1H), 7.56 (d, 1H), 7.33 (s, 1H), 7.29 (d, 1H), 6.96 (d, 1H), 6.61 (d, 1H), 6.11 (s, 1H), 3.74 (s, 4H), 3.49 (s, 4H), 2.42 (s, 3H); RP18-HPLC RT: 4.58 minutes; API MS: 470 (M+1).